From a dataset of the Open Reaction Database (ORD), a public repository of structured organic reaction records. describe an organic reaction: reactants, conditions, products, and yield Starting materials: CC(=O)O, [Fe], O, O=[N+]([O-])c1ccc(Oc2cccc3ccccc23)cc1. Yields the product Nc1ccc(Oc2cccc3ccccc23)cc1. Reaction SMILES: [CH3:23][C:24](=[O:25])[OH:26].[Fe:22].[OH2:1].[c:2]1([O:12][c:13]2[cH:14][cH:15][c:16]([N+:19]([O-:20])=[O:21])[cH:17][cH:18]2)[cH:3][cH:4][cH:5][c:6]2[cH:7][cH:8][cH:9][cH:10][c:11]12>>[c:2]1([O:12][c:13]2[cH:14][cH:15][c:16]([NH2:19])[cH:17][cH:18]2)[cH:3][cH:4][cH:5][c:6]2[cH:7][cH:8][cH:9][cH:10][c:11]12.